This data is from the Open Reaction Database (ORD), a public repository of structured organic reaction records. The task is: describe an organic reaction: reactants, conditions, products, and yield Starting materials: C12CCCC(C(C1)C=1C=CC(=NC1)N(C)C)N2 ((−)-[5-(8-aza-bicyclo[3.2.1]oct-6-yl)-pyridine-2-yl]-dimethylamine), C(=O)(OCC1C2=CC=CC=C2C2=CC=CC=C12)Cl (Fmoc-Cl). The solvent is O1CCOCC1 (dioxane), C([O-])([O-])=O.[Na+].[Na+] (sodium carbonate). Run at time 1 hour. Product: C1=CC=CC=2C3=CC=CC=C3C(C12)COC(=O)N1C2CCCC1C(C2)C=2C=NC(=CC2)N(C)C (6-(6-Dimethylamino-pyridine-3-yl)-8-aza-bicyclo[3.2.1]octane-8-carboxylic acid-9H-fluorene-9-ylmethyl ester). Isolated yield 97.9%. Reaction SMILES: [CH:1]12[NH:17][CH:5]([CH:6]([C:8]3[CH:9]=[CH:10][C:11]([N:14]([CH3:16])[CH3:15])=[N:12][CH:13]=3)[CH2:7]1)[CH2:4][CH2:3][CH2:2]2.[C:18](Cl)([O:20][CH2:21][CH:22]1[C:34]2[C:29](=[CH:30][CH:31]=[CH:32][CH:33]=2)[C:28]2[C:23]1=[CH:24][CH:25]=[CH:26][CH:27]=2)=[O:19]>O1CCOCC1.C(=O)([O-])[O-].[Na+].[Na+]>[CH:33]1[C:34]2[CH:22]([CH2:21][O:20][C:18]([N:17]3[CH:5]4[CH:6]([C:8]5[CH:13]=[N:12][C:11]([N:14]([CH3:15])[CH3:16])=[CH:10][CH:9]=5)[CH2:7][CH:1]3[CH2:2][CH2:3][CH2:4]4)=[O:19])[C:23]3[C:28](=[CH:27][CH:26]=[CH:25][CH:24]=3)[C:29]=2[CH:30]=[CH:31][CH:32]=1 |f:3.4.5|. Procedure details: 219 mg (0.95 mmol, 1 eq) of (−)-[5-(8-aza-bicyclo[3.2.1]oct-6-yl)-pyridine-2-yl]-dimethylamine (VII-1) are dissolved in 1.8 ml of dioxane and 2.75 ml of 10% sodium carbonate solution. 257 mg (1 mmol, 1.05 eq) of Fmoc-Cl in portions is added and it is stirred for 1 h at RT. After this time it is diluted with EE and washed with water. The aqueous phase is re-extracted for three times with EE. The combined organic phases are dried over sodium sulphate and the solvent is removed in vacuo. The crude ...